From a dataset of the Open Reaction Database (ORD), a public repository of structured organic reaction records. describe an organic reaction: reactants, conditions, products, and yield Reactants: C(C)(C)(C)OC(NC1=C(C=C(C(=C1)OCC)C(F)(F)F)N)=O ((2-amino-5-ethoxy-4-trifluoromethyl-phenyl)-carbamic acid tert-butyl ester), C(C)(C)(C)OC(CC(C1=CC(=CC=C1)C1=CC(=NC=C1)N1CCCC1)=O)=O (3-oxo-3-[3-(2-pyrrolidin-1-yl-pyridin-4-yl)-phenyl]-propionic acid tert-butyl ester). The product is C(C)(C)(C)OC(NC1=C(C=C(C(=C1)OCC)C(F)(F)F)NC(CC(C1=CC(=CC=C1)C1=CC(=NC=C1)N1CCCC1)=O)=O)=O ((5-Ethoxy-2-{3-oxo-3-[3-(2-pyrrolidin-1-yl-pyridin-4-yl)-phenyl]-propionylamino}-4-trifluoromethyl-phenyl)-carbamic acid tert-butyl ester). Reaction SMILES: [C:1]([O:5][C:6](=[O:22])[NH:7][C:8]1[CH:13]=[C:12]([O:14][CH2:15][CH3:16])[C:11]([C:17]([F:20])([F:19])[F:18])=[CH:10][C:9]=1[NH2:21])([CH3:4])([CH3:3])[CH3:2].C([O:27][C:28](=O)[CH2:29][C:30](=[O:48])[C:31]1[CH:36]=[CH:35][CH:34]=[C:33]([C:37]2[CH:42]=[CH:41][N:40]=[C:39]([N:43]3[CH2:47][CH2:46][CH2:45][CH2:44]3)[CH:38]=2)[CH:32]=1)(C)(C)C>>[C:1]([O:5][C:6](=[O:22])[NH:7][C:8]1[CH:13]=[C:12]([O:14][CH2:15][CH3:16])[C:11]([C:17]([F:20])([F:19])[F:18])=[CH:10][C:9]=1[NH:21][C:28](=[O:27])[CH2:29][C:30](=[O:48])[C:31]1[CH:36]=[CH:35][CH:34]=[C:33]([C:37]2[CH:42]=[CH:41][N:40]=[C:39]([N:43]3[CH2:44][CH2:45][CH2:46][CH2:47]3)[CH:38]=2)[CH:32]=1)([CH3:2])([CH3:3])[CH3:4]. Procedure details: The title compound was prepared from (2-amino-5-ethoxy-4-trifluoromethyl-phenyl)-carbamic acid tert-butyl ester (Example J8) (240 mg, 0.75 mmol) and 3-oxo-3-[3-(2-pyrrolidin-1-yl-pyridin-4-yl)-phenyl]-propionic acid tert-butyl ester (Example K63) (275 mg, 0.75 mmol) according to the general procedure M. Obtained as a light yellow amorphous substance (379 mg, 82%). Starting materials: C(CC)N(CCC)CCC (tripropylamine), [Cl-].C(CC)[N+](N)(CCC)CCC (1,1,1-Tripropylhydrazinium chloride), [NH2-].[Na+] (sodamide). Reaction conditions: temperature 156 celsius. The product is NN (hydrazine), C(CC)N(CCC)CCC (tripropylamine). Reaction SMILES: [Cl-].C([N+:5](CCC)(CCC)[NH2:6])CC.[NH2-].[Na+].[CH2:15]([N:18]([CH2:22][CH2:23][CH3:24])[CH2:19][CH2:20][CH3:21])[CH2:16][CH3:17]>>[NH2:5][NH2:6].[CH2:15]([N:18]([CH2:22][CH2:23][CH3:24])[CH2:19][CH2:20][CH3:21])[CH2:16][CH3:17] |f:0.1,2.3|. Reported procedure: 1,1,1-Tripropylhydrazinium chloride (19.4 g, 0.1 mole) is reacted with dry, powdered sodamide (4.0 g, 0.102 mole) in the presence of excess tripropylamine as the reaction medium. The mixture is degassed, then heated rapidly to reflux temperature (156° C.) in a stream of dry nitrogen, and the refluxing vapors are led into a glass fractionating column to yield hydrazine (bp 113°) as the distillate, tripropylamine remaining in the reaction vessel for reuse. The reagents and catalysts are [Cl-].C(C1=CC=CC=C1)[P+](C1=CC=CC=C1)(C1=CC=CC=C1)C1=CC=CC=C1 (Benzyltriphenylphosphonium chloride). Starting materials: C(CCC(=O)C)(=O)OCC (ethyl levulinate), Cl (hydrochloric acid), CC(C)([O-])C.[K+] (potassium tertbutoxide), O1CCCC1 (tetrahydrofuran). The product is CC(CCC(=O)OCC)=CC1=CC=CC=C1 (ethyl 4-methyl-5-phenyl-4-pentenoate). Reported procedure: Benzyltriphenylphosphonium chloride (29.67 g, 76.30 mmol) was added to a solution of potassium tertbutoxide (9.34 g, 83.24 mmol) in tetrahydrofuran (300 ml), followed by stirring at room temperature for 3 hours, and ethyl levulinate (10.00 g, 69.36 mmol) was added dropwise thereto. The reaction mixture was stirred at room temperature for 2 hours and then heated under reflux for another 2 hours. The reaction mixture was adjusted to pH 1 with a 1N-aqueous hydrochloric acid solution and extracted w... Conditions: time 3 hour. RXN SMILES: [CH3:1][C:2]([CH3:5])([O-])[CH3:3].[K+].[C:7]([O:14][CH2:15][CH3:16])(=[O:13])[CH2:8][CH2:9][C:10]([CH3:12])=O.Cl.O1C[CH2:21][CH2:20][CH2:19]1>[Cl-].C([P+](C1C=CC=CC=1)(C1C=CC=CC=1)C1C=CC=CC=1)C1C=CC=CC=1>[CH3:12][C:10](=[CH:1][C:2]1[CH:5]=[CH:21][CH:20]=[CH:19][CH:3]=1)[CH2:9][CH2:8][C:7]([O:14][CH2:15][CH3:16])=[O:13] |f:0.1,5.6|. Starting materials: C1(=CC=CC=C1)B(O)O (Phenylboronic acid), C([O-])([O-])=O.[Cs+].[Cs+] (cesium carbonate), ClC1=NC(=CC(=C1)C(=O)O)Cl (2,6-dichloropyridine-4-carboxylic acid). Reagents/catalysts: Cl[Pd]([P](C1=CC=CC=C1)(C2=CC=CC=C2)C3=CC=CC=C3)([P](C4=CC=CC=C4)(C5=CC=CC=C5)C6=CC=CC=C6)Cl (PdCl2(PPh3)2). Solvent: C1CCOC1 (THF). Product: crude product, ClC1=NC(=CC(=C1)C(=O)OC)C1=CC=CC=C1 (Methyl 2-chloro-6-phenylpyridine-4-carboxylate). As a reaction SMILES: [C:1]1(B(O)O)[CH:6]=[CH:5][CH:4]=[CH:3][CH:2]=1.[C:10](=O)([O-])[O-].[Cs+].[Cs+].[Cl:16][C:17]1[CH:22]=[C:21]([C:23]([OH:25])=[O:24])[CH:20]=[C:19](Cl)[N:18]=1>Cl[Pd](Cl)([P](C1C=CC=CC=1)(C1C=CC=CC=1)C1C=CC=CC=1)[P](C1C=CC=CC=1)(C1C=CC=CC=1)C1C=CC=CC=1.C1COCC1>[Cl:16][C:17]1[CH:22]=[C:21]([C:23]([O:25][CH3:10])=[O:24])[CH:20]=[C:19]([C:1]2[CH:6]=[CH:5][CH:4]=[CH:3][CH:2]=2)[N:18]=1 |f:1.2.3,^1:29,48|. Procedure details: Phenylboronic acid (326 mg), PdCl2(PPh3)2 (84 mg) and cesium carbonate (3.9 g) were added in that order to a THF (10 mL) solution of 2,6-dichloropyridine-4-carboxylic acid (500 mg), and stirred under heat with refluxing for 1.5 hours. The reaction liquid was filtered through Celite, concentrated under reduced pressure, and the residue was purified through silica gel column chromatography (hexane/ethyl acetate) to obtain a crude product of the title compound as a yellow oil. Not purified, this wa... Reactants: CC(C)(C)OC(=O)N1CCCC(N(Cc2cc(C(F)(F)F)cc(C(F)(F)F)c2)c2nn[nH]n2)c2cc3c(cc21)COC3, CC(C)(C)OCCO, ClCCl, CCOC(=O)N=NC(=O)OCC, c1ccc(P(c2ccccc2)c2ccccc2)cc1. Yields the product CC(C)(C)OCCn1nnc(N(Cc2cc(C(F)(F)F)cc(C(F)(F)F)c2)C2CCCN(C(=O)OC(C)(C)C)c3cc4c(cc32)COC4)n1. RXN SMILES: [C:1]([CH3:2])([CH3:3])([CH3:4])[O:5][C:6](=[O:7])[N:8]1[CH2:9][CH2:10][CH2:11][CH:12]([N:22]([c:23]2[n:24][n:25][nH:26][n:27]2)[CH2:28][c:29]2[cH:30][c:31]([C:39]([F:40])([F:41])[F:42])[cH:32][c:33]([C:35]([F:36])([F:37])[F:38])[cH:34]2)[c:13]2[cH:14][c:15]3[c:19]([cH:20][c:21]21)[CH2:18][O:17][CH2:16]3.[C:43]([CH3:44])([CH3:45])([CH3:46])[O:47][CH2:48][CH2:49][OH:50].[Cl:82][CH2:83][Cl:84].[O:70]=[C:71]([O:72][CH2:73][CH3:74])[N:75]=[N:76][C:77]([O:78][CH2:79][CH3:80])=[O:81].[c:51]1([P:52]([c:53]2[cH:54][cH:55][cH:56][cH:57][cH:58]2)[c:59]2[cH:60][cH:61][cH:62][cH:63][cH:64]2)[cH:65][cH:66][cH:67][cH:68][cH:69]1>>[C:1]([CH3:2])([CH3:3])([CH3:4])[O:5][C:6](=[O:7])[N:8]1[CH2:9][CH2:10][CH2:11][CH:12]([N:22]([c:23]2[n:24][n:25][n:26]([CH2:49][CH2:48][O:47][C:43]([CH3:44])([CH3:45])[CH3:46])[n:27]2)[CH2:28][c:29]2[cH:30][c:31]([C:39]([F:40])([F:41])[F:42])[cH:32][c:33]([C:35]([F:36])([F:37])[F:38])[cH:34]2)[c:13]2[cH:14][c:15]3[c:19]([cH:20][c:21]21)[CH2:18][O:17][CH2:16]3. Starting materials: FC1=C2C(=CNC2=CC=C1)CCN(C)C (4-fluoro-3-(dimethylaminoethyl)-1H-indole), [OH-].[Na+] (NaOH), [N+](=O)([O-])C(C)C (2-nitropropane), C(C)(=O)O (acetic acid). The solvent is C(C)(=O)OCC (ethyl acetate), [Cl-].[Na+].O (brine). Run at time 30 minute. Yields the product FC1=C2C(=CNC2=CC=C1)CC(C)([N+](=O)[O-])C (4-fluoro-3-(2-methyl-2-nitropropyl)-1H-indole). Yield: 76.0%. As a reaction SMILES: [F:1][C:2]1[CH:10]=[CH:9][CH:8]=[C:7]2[C:3]=1[C:4](CCN(C)C)=[CH:5][NH:6]2.[OH-].[Na+].[C:18](O)(=O)C.[N+:22]([CH:25]([CH3:27])[CH3:26])([O-:24])=[O:23]>C(OCC)(=O)C.[Cl-].[Na+].O>[F:1][C:2]1[CH:10]=[CH:9][CH:8]=[C:7]2[C:3]=1[C:4]([CH2:26][C:25]([CH3:18])([N+:22]([O-:24])=[O:23])[CH3:27])=[CH:5][NH:6]2 |f:1.2,6.7.8|. Procedure: A slurry of 4-fluoro-3-(dimethylaminoethyl)-1H-indole (4.3 g, 22.4 mmol) in 14.1 ml of 2-nitropropane is treated with solid NaOH (941 mg, 23.5 mmol), and the resulting mixture is heated at reflux overnight. After cooling to ambient temperature, the reaction mixture is acidified with 10%. aqueous acetic acid (25 ml) and stirring is continued for 30 minutes. The reaction mixture is diluted with ethyl acetate (50 ml) and brine (50 ml). The layers are separated, and the organic layer is washed with ...